From a dataset of the Open Reaction Database (ORD), a public repository of structured organic reaction records. describe an organic reaction: reactants, conditions, products, and yield Reactants: C(CCCCCCCCCCCCCCC)(=O)OCC (ethyl palmitate), OC1=NC2=CC=CC=C2C=C1 (2-hydroxyquinoline), NO (hydroxylamine), [Na] (sodium). Solvent: C(C)O (ethanol). Conditions: time 5 hour. Product: C(CCCCCCCCCCCCCCC)(=O)NO (palmitohydroxamic acid). Yield: 85.0%. As a reaction SMILES: [C:1]([O:18]CC)(=O)[CH2:2][CH2:3][CH2:4][CH2:5][CH2:6][CH2:7][CH2:8][CH2:9][CH2:10][CH2:11][CH2:12][CH2:13][CH2:14][CH2:15][CH3:16].[NH2:21][OH:22].[Na].OC1C=CC2C(=CC=CC=2)N=1>C(O)C>[C:1]([NH:21][OH:22])(=[O:18])[CH2:2][CH2:3][CH2:4][CH2:5][CH2:6][CH2:7][CH2:8][CH2:9][CH2:10][CH2:11][CH2:12][CH2:13][CH2:14][CH2:15][CH3:16] |^1:22|. Procedure details: 14.2 g. of ethyl palmitate and 2 g. of hydroxylamine are reacted at room temperature in 300 ml. of ethanol in the presence of 1.7 g. of the sodium salt of 2-hydroxyquinoline. The reaction is complete in 5 hours, and 11.7 g. of palmitohydroxamic acid are obtained (yield: 85 percent), m.p. 100° - 101° C. after recrystallization from ethanol-petroleum ether (1:1). The reactants are II (iodine), NC1=CC=C(C=N1)C(C(=O)OC)(C)C (methyl 2-(6-aminopyridin-3-yl)-2-methylpropanoate). Reagents/catalysts: FC(C(=O)[O-])(F)F.[Ag+] (silver trifluoroacetate). Solvent: CO (MeOH), CO (MeOH). Run at time 3 hour. Yields the product NC1=C(C=C(C=N1)C(C(=O)OC)(C)C)I (Methyl 2-(6-amino-5-iodopyridin-3-yl)-2-methylpropanoate). Yield: 62.5%. RXN SMILES: [NH2:1][C:2]1[N:7]=[CH:6][C:5]([C:8]([CH3:14])([CH3:13])[C:9]([O:11][CH3:12])=[O:10])=[CH:4][CH:3]=1.[I:15]I>CO.FC(F)(F)C([O-])=O.[Ag+]>[NH2:1][C:2]1[N:7]=[CH:6][C:5]([C:8]([CH3:14])([CH3:13])[C:9]([O:11][CH3:12])=[O:10])=[CH:4][C:3]=1[I:15] |f:3.4|. Reported procedure: A solution of methyl 2-(6-aminopyridin-3-yl)-2-methylpropanoate (10.0 g, 51.5 mmol) in MeOH (50 mL) was added over approximately 0.5 h via pressure equalizing addition funnel to a vigorously stirred suspension of iodine (17.0 g, 67.0 mmol) and silver trifluoroacetate (14.8 g, 67.0 mmol) in MeOH (200 mL) at room temperature. After 3 h, the reaction was quenched sequentially with 1M Na2S2O3 followed by saturated aqueous NaHCO3. The resulting mixture was filtered through celite® washing copiously w... Starting materials: C(C)(C)(C)OC(=O)N[C@@H](CC1CCCCC1)[C@@H]1C[C@H](C(O1)=O)C ((3R, 5S)-5-[(1S)-1-(t-butoxycarbonyl)amino-2-cyclohexylethyl]-3-methyldihydrofuran-2(3H)-one), C(CCC)N (butylamine). Product: C(C)(C)(C)OC(=O)N[C@H]([C@H](C[C@H](C(=O)NCCCC)C)O)CC1CCCCC1 ((2R, 4S, 5S)-5(t-Butoxycarbonyl)amino-N-butyl-6-cyclohexyl-4-hydroxy-2-methylhexanamide). As a reaction SMILES: [C:1]([O:5][C:6]([NH:8][C@H:9]([C@H:17]1[O:21][C:20](=[O:22])[C@H:19]([CH3:23])[CH2:18]1)[CH2:10][CH:11]1[CH2:16][CH2:15][CH2:14][CH2:13][CH2:12]1)=[O:7])([CH3:4])([CH3:3])[CH3:2].[CH2:24]([NH2:28])[CH2:25][CH2:26][CH3:27]>>[C:1]([O:5][C:6]([NH:8][C@@H:9]([CH2:10][CH:11]1[CH2:16][CH2:15][CH2:14][CH2:13][CH2:12]1)[C@@H:17]([OH:21])[CH2:18][C@@H:19]([CH3:23])[C:20]([NH:28][CH2:24][CH2:25][CH2:26][CH3:27])=[O:22])=[O:7])([CH3:4])([CH3:3])[CH3:2]. Procedure details: A mixture of 0.4 g (1.23 mmole) of (3R, 5S)-5-[(1S)-1-(t-butoxycarbonyl)amino-2-cyclohexylethyl]-3-methyldihydrofuran-2(3H)-one (prepared as described in Preparation 2) and 6 ml of butylamine was heated under reflux for 3.0 hours, whilst stirring. At the end of this time, the reaction mixture was concentrated by distillation under reduced pressure, after which the residue was purified by column chromatography through silica gel (using ethyl acetate as the eluent) to afford 0.48 g of the title co... The reactants are N#CC1=C(C#N)C(=O)C(Cl)=C(Cl)C1=O, ClCCl, [Na+], O=C([O-])O, C1COCCO1, O, COc1ccc(COc2ncccc2-c2nccnc2Oc2ccc(C(=O)c3nc4ccccc4[nH]3)cc2)cc1. Product: O=C(c1ccc(Oc2nccnc2-c2ccc[nH]c2=O)cc1)c1nc2ccccc2[nH]1. As a reaction SMILES: [Cl:41][C:42]1=[C:53]([Cl:54])[C:51](=[O:52])[C:48]([C:49]#[N:50])=[C:45]([C:46]#[N:47])[C:43]1=[O:44].[Cl:61][CH2:62][Cl:63].[Na+:69].[O-:65][C:66]([OH:67])=[O:68].[O:55]1[CH2:56][CH2:57][O:58][CH2:59][CH2:60]1.[OH2:64].[nH:1]1[c:2]([C:10](=[O:11])[c:12]2[cH:13][cH:14][c:15]([O:18][c:19]3[n:20][cH:21][cH:22][n:23][c:24]3-[c:25]3[c:26]([O:31][CH2:32][c:33]4[cH:34][cH:35][c:36]([O:37][CH3:38])[cH:39][cH:40]4)[n:27][cH:28][cH:29][cH:30]3)[cH:16][cH:17]2)[n:3][c:4]2[c:5]1[cH:6][cH:7][cH:8][cH:9]2>>[nH:1]1[c:2]([C:10](=[O:11])[c:12]2[cH:13][cH:14][c:15]([O:18][c:19]3[n:20][cH:21][cH:22][n:23][c:24]3-[c:25]3[c:26](=[O:31])[nH:27][cH:28][cH:29][cH:30]3)[cH:16][cH:17]2)[n:3][c:4]2[c:5]1[cH:6][cH:7][cH:8][cH:9]2. The reactants are CCCOC(=NC#N)c1cncc(NC(C)C)c1, CO, NCCc1ccccc1Cl. Yields the product CC(C)Nc1cncc(C(=NCCc2ccccc2Cl)NC#N)c1. RXN SMILES: [C:1](#[N:2])[N:3]=[C:4]([O:5][CH2:6][CH2:7][CH3:8])[c:9]1[cH:10][n:11][cH:12][c:13]([NH:15][CH:16]([CH3:17])[CH3:18])[cH:14]1.[CH3:29][OH:30].[Cl:19][c:20]1[c:21]([CH2:26][CH2:27][NH2:28])[cH:22][cH:23][cH:24][cH:25]1>>[C:1](#[N:2])[NH:3][C:4]([c:9]1[cH:10][n:11][cH:12][c:13]([NH:15][CH:16]([CH3:17])[CH3:18])[cH:14]1)=[N:28][CH2:27][CH2:26][c:21]1[c:20]([Cl:19])[cH:25][cH:24][cH:23][cH:22]1.